From a dataset of the Open Reaction Database (ORD), a public repository of structured organic reaction records. describe an organic reaction: reactants, conditions, products, and yield The reactants are [Br-], CC(C)(C)N, O=c1cc(-c2cc(OCc3ccccc3)cc(OCc3ccccc3)c2)oc2cc(OCC3CO3)ccc12, CO, [K+]. The product is CC(C)(C)NCC(O)COc1ccc2c(=O)cc(-c3cc(OCc4ccccc4)cc(OCc4ccccc4)c3)oc2c1. Reaction SMILES: [Br-:44].[C:39]([CH3:40])([CH3:41])([CH3:42])[NH2:43].[CH2:1]([c:2]1[cH:3][cH:4][cH:5][cH:6][cH:7]1)[O:8][c:9]1[cH:10][c:11](-[c:12]2[o:13][c:14]3[cH:15][c:16]([O:23][CH2:24][CH:25]4[CH2:26][O:27]4)[cH:17][cH:18][c:19]3[c:20](=[O:22])[cH:21]2)[cH:28][c:29]([O:31][CH2:32][c:33]2[cH:34][cH:35][cH:36][cH:37][cH:38]2)[cH:30]1.[CH3:46][OH:47].[K+:45]>>[CH2:1]([c:2]1[cH:3][cH:4][cH:5][cH:6][cH:7]1)[O:8][c:9]1[cH:10][c:11](-[c:12]2[o:13][c:14]3[cH:15][c:16]([O:23][CH2:24][CH:25]([CH2:26][NH:43][C:39]([CH3:40])([CH3:41])[CH3:42])[OH:27])[cH:17][cH:18][c:19]3[c:20](=[O:22])[cH:21]2)[cH:28][c:29]([O:31][CH2:32][c:33]2[cH:34][cH:35][cH:36][cH:37][cH:38]2)[cH:30]1. Starting materials: C=Cc1cn(-c2c(Cl)cc(C(F)(F)F)cc2Cl)nc1C#N, CC(C)(C)O, C[N+]1([O-])CCOCC1, CC(C)=O, [O-][I+3]([O-])([O-])[O-], [Na+], O. The product is N#Cc1nn(-c2c(Cl)cc(C(F)(F)F)cc2Cl)cc1C=O. Reaction SMILES: [C:1](#[N:2])[c:3]1[n:4][n:5](-[c:10]2[c:11]([Cl:21])[cH:12][c:13]([C:17]([F:18])([F:19])[F:20])[cH:14][c:15]2[Cl:16])[cH:6][c:7]1[CH:8]=[CH2:9].[C:40]([OH:41])([CH3:42])([CH3:43])[CH3:44].[CH3:22][N+:23]1([O-:24])[CH2:25][CH2:27][O:26][CH2:28][CH2:29]1.[CH3:30][C:31](=[O:32])[CH3:33].[I+3:34]([O-:35])([O-:36])([O-:37])[O-:38].[Na+:39].[OH2:45]>>[C:1](#[N:2])[c:3]1[n:4][n:5](-[c:10]2[c:11]([Cl:21])[cH:12][c:13]([C:17]([F:18])([F:19])[F:20])[cH:14][c:15]2[Cl:16])[cH:6][c:7]1[CH:8]=[O:26].